Dataset: the Open Reaction Database (ORD), a public repository of structured organic reaction records. Task: describe an organic reaction: reactants, conditions, products, and yield Starting materials: C(N)(OCC)=S (ethyl thiocarbamate), BrC1C(C(CCC1)C(=O)OC)=O (methyl 3-bromo-2-oxo-cyclohexanecarboxylate). Product: C(=O)(OC)C1CCCC2=C1NC(S2)=O (4-carbomethoxy-2,3,4,5,6,7-hexahydrobenzothiazoline-2-one). Procedure: A mixture of 10.5 g of ethyl thiocarbamate, 25.9 g of methyl 3-bromo-2-oxo-cyclohexanecarboxylate and 200 ml of dioxane was refluxed for 16 hours and was then distilled to dryness under reduced pressure. The residue was chromatographed over silica gel and was eluted with a 1-1 cyclohexane-ethyl acetate mixture to obtain 4-carbomethoxy-2,3,4,5,6,7-hexahydrobenzothiazoline-2-one melting at 95° C. Run in O1CCOCC1 (dioxane). Reaction SMILES: [C:1](=[S:6])([O:3]CC)[NH2:2].Br[CH:8]1[CH2:13][CH2:12][CH2:11][CH:10]([C:14]([O:16][CH3:17])=[O:15])[C:9]1=O>O1CCOCC1>[C:14]([CH:10]1[C:9]2[NH:2][C:1](=[O:3])[S:6][C:8]=2[CH2:13][CH2:12][CH2:11]1)([O:16][CH3:17])=[O:15]. Reactants: [H-].[Al+3].[Li+].[H-].[H-].[H-] (lithium aluminium hydride), [Al] (aluminium), C(CC)C(C(=O)OCC)CC(=O)OCC (diethyl 2-prop-1-ylsuccinate), O (water). Run in C(C)OCC (diethyl ether), C(C)OCC (diethyl ether). Product: OCC(CCO)CCC (3-hydroxymethylhexan-1-ol). Yield: 66.8%. RXN SMILES: [CH2:1]([CH:4]([CH2:10][C:11](OCC)=[O:12])[C:5](OCC)=[O:6])[CH2:2][CH3:3].[H-].[Al+3].[Li+].[H-].[H-].[H-].O.[Al]>C(OCC)C>[OH:6][CH2:5][CH:4]([CH2:1][CH2:2][CH3:3])[CH2:10][CH2:11][OH:12] |f:1.2.3.4.5.6|. Procedure: A solution of diethyl 2-prop-1-ylsuccinate (23.47 g) in diethyl ether (100 ml) was added dropwise to a cooled and stirred suspension of lithium aluminium hydride (6.19 g) in dry diethyl ether (500 ml) under an atmosphere of nitrogen. When the addition was complete, the reaction mixture was stirred at room temperature for 1.5 hours, then enough water to hydrolyse both the excess reducing agent and the intermediate aluminium complexes was added. The resulting solids were filtered off and the filtr... Reactants: CC1=CCC=CC1, CN1CCN(C(=O)C=Cc2cccc(O)c2)CC1, CCO. Product: CN1CCN(C(=O)CCc2cccc(O)c2)CC1. As a reaction SMILES: [CH3:19][C:20]1=[CH:25][CH2:24][CH:23]=[CH:22][CH2:21]1.[CH3:1][N:2]1[CH2:3][CH2:4][N:5]([C:8]([CH:9]=[CH:10][c:11]2[cH:12][c:13]([OH:17])[cH:14][cH:15][cH:16]2)=[O:18])[CH2:6][CH2:7]1.[CH3:26][CH2:27][OH:28]>>[CH3:1][N:2]1[CH2:3][CH2:4][N:5]([C:8]([CH2:9][CH2:10][c:11]2[cH:12][c:13]([OH:17])[cH:14][cH:15][cH:16]2)=[O:18])[CH2:6][CH2:7]1. The reactants are OC=1C(=C(C(=O)N)C(=CC1Br)Br)Br (3-hydroxy-2,4,6-tribromobenzamide), [Na] (sodium), BrCC(=O)OCC (ethyl bromoacetate). The solvent is CO (methanol). Yields the product COC(COC1=C(C(=C(C=C1Br)Br)C(N)=O)Br)=O (3-carbamoyl-2,4,6-tribromophenoxyacetic acid methyl ester). Yield: 87.8%. Reaction SMILES: [OH:1][C:2]1[C:3]([Br:13])=[C:4]([C:8]([Br:12])=[CH:9][C:10]=1[Br:11])[C:5]([NH2:7])=[O:6].[Na].Br[CH2:16][C:17]([O:19][CH2:20]C)=[O:18]>CO>[CH3:20][O:19][C:17](=[O:18])[CH2:16][O:1][C:2]1[C:10]([Br:11])=[CH:9][C:8]([Br:12])=[C:4]([C:5](=[O:6])[NH2:7])[C:3]=1[Br:13] |^1:13|. Procedure: 35.5 g (95 mmol) of 3-hydroxy-2,4,6-tribromobenzamide is suspended in 150 ml of methanol and dissolved by adding 2.18 g (95 mmol) of sodium. The mixture is combined with 17.5 g (104 mmol) of ethyl bromoacetate and maintained under reflux for three hours. After several hours of agitation, the crystallized product is vacuum-filtered, washed with a small amount of ice-cold methanol, and dried at 60° C., thus obtaining 37.2 g (88% of theory) of 3-carbamoyl-2,4,6-tribromophenoxyacetic acid methyl est... Product: Nc1c(Nc2ccc(I)cc2F)c(F)c(F)c2ccoc12. As a reaction SMILES: [CH2:25]1[O:26][CH2:27][CH2:28][CH2:29]1.[ClH:1].[F:2][c:3]1[c:4]([F:24])[c:5]([NH:15][c:16]2[c:17]([F:23])[cH:18][c:19]([I:22])[cH:20][cH:21]2)[c:6]([N+:12]([O-:13])=[O:14])[c:7]2[c:8]1[cH:9][cH:10][o:11]2.[Zn:30]>>[F:2][c:3]1[c:4]([F:24])[c:5]([NH:15][c:16]2[c:17]([F:23])[cH:18][c:19]([I:22])[cH:20][cH:21]2)[c:6]([NH2:12])[c:7]2[c:8]1[cH:9][cH:10][o:11]2. Reactants: C1CCOC1, Cl, O=[N+]([O-])c1c(Nc2ccc(I)cc2F)c(F)c(F)c2ccoc12, [Zn]. The reactants are [N+](=O)([O-])C1=C(C=C(C#N)C=C1)NC1CCN(CC1)C1CCOCC1 (4-Nitro-3-{[1-(tetrahydro-2H-pyran-4-yl)-4-piperidinyl]amino}benzonitrile), C(=O)[O-].[NH4+] (ammonium formate). The reagents and catalysts are [Pd] (palladium on carbon). Run in CO (methanol). Reaction conditions: time 1 hour. Product: NC1=C(C=C(C#N)C=C1)NC1CCN(CC1)C1CCOCC1 (4-Amino-3-{[1-(tetrahydro-2H-pyran-4-yl)-4-piperidinyl]amino}-benzonitrile). As a reaction SMILES: [N+:1]([C:4]1[CH:11]=[CH:10][C:7]([C:8]#[N:9])=[CH:6][C:5]=1[NH:12][CH:13]1[CH2:18][CH2:17][N:16]([CH:19]2[CH2:24][CH2:23][O:22][CH2:21][CH2:20]2)[CH2:15][CH2:14]1)([O-])=O.C([O-])=O.[NH4+]>[Pd].CO>[NH2:1][C:4]1[CH:11]=[CH:10][C:7]([C:8]#[N:9])=[CH:6][C:5]=1[NH:12][CH:13]1[CH2:14][CH2:15][N:16]([CH:19]2[CH2:24][CH2:23][O:22][CH2:21][CH2:20]2)[CH2:17][CH2:18]1 |f:1.2|. Reported procedure: 4-Nitro-3-{[1-(tetrahydro-2H-pyran-4-yl)-4-piperidinyl]amino}benzonitrile (D58, 592 mg, 0.0018 mol, 1 eq), 10% palladium on carbon (200 mg, 0.00018 mol, 0.1 eq), ammonium formate (375 mg, 0.0057 mol, 3.2 eq), and methanol (15 ml) (degassed with nitrogen) were combined and stirred for 1 hour. The catalyst was then filtered off, and the reaction evaporated, water and dichloromethane added and shaken. Separation and drying of the dichloromethane layer with sodium sulfate followed by evaporation yie... Run in C(C)C(=O)C (methyl ethyl ketone), O (water). Isolated yield 76.2%. Reactants: ClC=1N(N=C2C=CC=CC12)C1=CC=C(C=C1)OC (3-chloro-2-(4-methoxy-phenyl)-2H-indazole), BrCCCCl (1-bromo-3-chloropropane), C(=O)([O-])[O-].[K+].[K+] (K2CO3). Reaction SMILES: [Cl:1][C:2]1[N:3]([C:11]2[CH:16]=[CH:15][C:14]([O:17][CH3:18])=[CH:13][CH:12]=2)[N:4]=[C:5]2[C:10]=1[CH:9]=[CH:8][CH:7]=[CH:6]2.BrC[CH2:21][CH2:22][Cl:23].C([O-])([O-])=O.[K+].[K+]>C(C(C)=O)C.O>[Cl:1][C:2]1[N:3]([C:11]2[CH:16]=[CH:15][C:14]([O:17][CH2:18][CH2:21][CH2:22][Cl:23])=[CH:13][CH:12]=2)[N:4]=[C:5]2[C:10]=1[CH:9]=[CH:8][CH:7]=[CH:6]2 |f:2.3.4|. The product is ClC=1N(N=C2C=CC=CC12)C1=CC=C(C=C1)OCCCCl (3-Chloro-2-[4-(3-chloro-propoxy)-phenyl]-2H-indazole). Reported procedure: The title compound was prepared from 3-chloro-2-(4-methoxy-phenyl)-2H-indazole (1.2 g, 4.9 mmol) and 1-bromo-3-chloropropane (3.1 g, 19.6 mmol), K2CO3 (2.8 g, 20.4 mmol), in methyl ethyl ketone (50 mL) was refluxed for 36 h. After the reaction mixture was diluted with water, the resulting aqueous mixture was extracted with ethyl acetate and sequentially washed with water, saturated aq. NaHCO3, water and brine. The combined organic portions were dried over Na2 SO4, filtered and concentrated in va... The reactants are N1CCC2=CC(=CC=C12)C(=O)O (indoline-5-carboxylic acid), CC(C)N (propan-2-amine). Product: C(C)(C)NC(=O)C=1C=C2CCNC2=CC1 (N-isopropylindoline-5-carboxamide). As a reaction SMILES: [NH:1]1[C:9]2[C:4](=[CH:5][C:6]([C:10]([OH:12])=O)=[CH:7][CH:8]=2)[CH2:3][CH2:2]1.[CH3:13][CH:14]([NH2:16])[CH3:15]>>[CH:14]([NH:16][C:10]([C:6]1[CH:5]=[C:4]2[C:9](=[CH:8][CH:7]=1)[NH:1][CH2:2][CH2:3]2)=[O:12])([CH3:15])[CH3:13]. Reported procedure: The title compound was prepared by following the similar procedure as described in Intermediate-10 using indoline-5-carboxylic acid and propan-2-amine (0.315 g, 31%); MS: 205 (M+1). Starting materials: [Al+3], [H-], [H-], [H-], [H-], [Li+], O=C1c2ccccc2CC1CC1CCNCC1, [Na+], C1CCOC1, [OH-], O. Product: OC1c2ccccc2CC1CC1CCNCC1. Reaction SMILES: [Al+3:19].[H-:18].[H-:21].[H-:22].[H-:23].[Li+:20].[NH:1]1[CH2:2][CH2:3][CH:4]([CH2:7][CH:8]2[C:9](=[O:17])[c:10]3[cH:11][cH:12][cH:13][cH:14][c:15]3[CH2:16]2)[CH2:5][CH2:6]1.[Na+:26].[O:27]1[CH2:28][CH2:29][CH2:30][CH2:31]1.[OH-:25].[OH2:24]>>[NH:1]1[CH2:2][CH2:3][CH:4]([CH2:7][CH:8]2[CH:9]([OH:17])[c:10]3[cH:11][cH:12][cH:13][cH:14][c:15]3[CH2:16]2)[CH2:5][CH2:6]1.